From a dataset of the Open Reaction Database (ORD), a public repository of structured organic reaction records. describe an organic reaction: reactants, conditions, products, and yield The reactants are Br (hydrobromide), N(=O)[O-].[Na+] (sodium nitrite), cuprous bromide, Br (hydrobromic acid), NC=1C=C(C(=CC1OC)[N+](=O)[O-])C (3-amino-4-methoxy-6-nitrotoluene), C(C)(=O)O (acetic acid), Br (hydrobromic acid). Solvent: O (water), O (water), O (water), O (water). Conditions: time 10 minute. The product is BrC=1C=C(C(=CC1OC)[N+](=O)[O-])C (3Bromo-4-methoxy-6-nitrotoluene). Yield: 72.0%. RXN SMILES: N[C:2]1[CH:3]=[C:4]([CH3:13])[C:5]([N+:10]([O-:12])=[O:11])=[CH:6][C:7]=1[O:8][CH3:9].C(O)(=O)C.[BrH:18].N([O-])=O.[Na+]>O>[Br:18][C:2]1[CH:3]=[C:4]([CH3:13])[C:5]([N+:10]([O-:12])=[O:11])=[CH:6][C:7]=1[O:8][CH3:9] |f:3.4|. Procedure: A slurry of 3-amino-4-methoxy-6-nitrotoluene (18 g) in water (20 ml) containing acetic acid (20 ml) and hydrobromic acid (47%, 35 ml) is stirred until a fine suspension of the hydrobromide is formed, cooled to 0°, and treated with a solution of sodium nitrite (7 g) in water (20 ml) added over 20 min. After a further 10 min., the yellow-brown solution is stirred into a mixture of cuprous bromide (30 g) and hydrobromic acid (47%, 30 ml) in water (50 ml), the mixture warmed on the steam bath until ... The reactants are CCOC(=O)C(CC(C)C)NC(=O)c1ccc(N2CCC(=O)CC2)cc1, CS(=O)(=O)Nc1cc(C(O)CN)ccc1O. Yields the product CCOC(=O)C(CC(C)C)NC(=O)c1ccc(N2CCC(NCC(O)c3ccc(O)c(NS(C)(=O)=O)c3)CC2)cc1. Reaction SMILES: [CH2:1]([CH3:2])[O:3][C:4]([CH:5]([CH2:6][CH:7]([CH3:8])[CH3:9])[NH:10][C:11]([c:12]1[cH:13][cH:14][c:15]([N:18]2[CH2:19][CH2:20][C:21](=[O:24])[CH2:22][CH2:23]2)[cH:16][cH:17]1)=[O:25])=[O:26].[NH2:27][CH2:28][CH:29]([OH:30])[c:31]1[cH:32][cH:33][c:34]([OH:42])[c:35]([NH:37][S:38](=[O:39])(=[O:40])[CH3:41])[cH:36]1>>[CH2:1]([CH3:2])[O:3][C:4]([CH:5]([CH2:6][CH:7]([CH3:8])[CH3:9])[NH:10][C:11]([c:12]1[cH:13][cH:14][c:15]([N:18]2[CH2:19][CH2:20][CH:21]([NH:27][CH2:28][CH:29]([OH:30])[c:31]3[cH:32][cH:33][c:34]([OH:42])[c:35]([NH:37][S:38](=[O:39])(=[O:40])[CH3:41])[cH:36]3)[CH2:22][CH2:23]2)[cH:16][cH:17]1)=[O:25])=[O:26]. Starting materials: CC(OCC)=O (EA), CO (MeOH), C(C)(C)(C)OC(=O)NCCCC[C@@H](C(=O)N(CC=1C=CC=C2C=CC=NC12)[C@H](C(OCC)OCC)C)NCC1C2=CC=CC=C2C=2C=CC=CC12 (6-tert-butoxycarbonylamino-2-(S)-(9H-fluoren-9-yl)methylamino-N—((S)-1,1-diethoxypropan-2-yl)-N-(quinolin-8-ylmethyl)hexanamide), N1CCCCC1 (piperidine). Solvent: C(Cl)Cl (DCM), C(Cl)Cl (DCM), C(Cl)Cl (DCM). Reaction conditions: time 1.5 hour. The product is N[C@@H](CCCCNC(OC(C)(C)C)=O)C(=O)N(CC=1C=CC=C2C=CC=NC12)[C@H](C(OCC)OCC)C (tert-butyl (S)-5-amino-6-(((S)-1,1-diethoxypropan-2-yl)(quinolin-8-ylmethyl)amino)-6-oxohexylcarbamate). The yield is 81.0%. Reaction SMILES: [C:1]([O:5][C:6]([NH:8][CH2:9][CH2:10][CH2:11][CH2:12][C@H:13]([NH:37]CC1C2C=CC=CC=2C2C1=CC=CC=2)[C:14]([N:16]([C@@H:28]([CH3:36])[CH:29]([O:33][CH2:34][CH3:35])[O:30][CH2:31][CH3:32])[CH2:17][C:18]1[CH:19]=[CH:20][CH:21]=[C:22]2[C:27]=1[N:26]=[CH:25][CH:24]=[CH:23]2)=[O:15])=[O:7])([CH3:4])([CH3:3])[CH3:2].N1CCCCC1.CC(=O)OCC.CO>C(Cl)Cl>[NH2:37][C@H:13]([C:14]([N:16]([C@@H:28]([CH3:36])[CH:29]([O:30][CH2:31][CH3:32])[O:33][CH2:34][CH3:35])[CH2:17][C:18]1[CH:19]=[CH:20][CH:21]=[C:22]2[C:27]=1[N:26]=[CH:25][CH:24]=[CH:23]2)=[O:15])[CH2:12][CH2:11][CH2:10][CH2:9][NH:8][C:6](=[O:7])[O:5][C:1]([CH3:4])([CH3:2])[CH3:3]. Procedure: 6-tert-butoxycarbonylamino-2-(S)-(9H-fluoren-9-yl)methylamino-N—((S)-1,1-diethoxypropan-2-yl)-N-(quinolin-8-ylmethyl)hexanamide (Compound III-14) 20.0 g (27 mmol) and piperidine 22.7 g (270 mmol) were added in DCM (90 ml). The mixture was stirred for 1.5 h at room temperature. The mixture was diluted with DCM (200 ml) and washed with water (150 ml×3). The solution was concentrated in vacuo. The residue was purified by column chromatography on silica gel with PE:EA=50:1 to DCM:MeOH=10:1 to give t...